This data is from the Open Reaction Database (ORD), a public repository of structured organic reaction records. The task is: describe an organic reaction: reactants, conditions, products, and yield Reactants: C1=C(C=CC2=CC=CC=C12)S(=O)(=O)N(C1C2CN(CC12)C1=NC=C(C=N1)C(=O)O)CCN1C(CCC1)=O (2-(6-{(naphthalene-2-sulfonyl)-[2-(2-oxopyrrolidin-1-yl)ethyl]amino}-3-azabicyclo[3.1.0]hex-3-yl)pyrimidine-5-carboxylic acid), C=1C=CC2=C(C1)N=NN2O (HOBt), CCN=C=NCCCN(C)C.Cl (EDCl), CN(C)C=O (DMF), Intermediate D, CCN(C(C)C)C(C)C (DIPEA). Reaction conditions: time 8 hour. Product: C(C(C)C)OC(C)ONC(=O)C=1C=NC(=NC1)N1CC2C(C2C1)N(CCN1C(CCC1)=O)S(=O)(=O)C1=CC2=CC=CC=C2C=C1 (N-(1-Isobutoxyethoxy) 2-(6-{(naphthalene-2-sulfonyl)-[2-(2-oxopyrrolidin-1-yl)ethyl]-amino}-3-azabicyclo[3.1.0]hex-3-yl)pyrimidine-5-carboxamide). Yield: 43.0%. As a reaction SMILES: [CH:1]1[C:10]2[C:5](=[CH:6][CH:7]=[CH:8][CH:9]=2)[CH:4]=[CH:3][C:2]=1[S:11]([N:14]([CH2:30][CH2:31][N:32]1[CH2:36][CH2:35][CH2:34][C:33]1=[O:37])[CH:15]1[CH:20]2[CH:16]1[CH2:17][N:18]([C:21]1[N:26]=[CH:25][C:24]([C:27](O)=[O:28])=[CH:23][N:22]=1)[CH2:19]2)(=[O:13])=[O:12].C1C=CC2[N:46]([OH:47])N=NC=2C=1.CCN=C=N[CH2:53][CH2:54][CH2:55]N(C)C.Cl.CCN([CH:66]([CH3:68])C)C(C)C.CN([CH:72]=[O:73])C>>[CH2:72]([O:73][CH:66]([O:47][NH:46][C:27]([C:24]1[CH:25]=[N:26][C:21]([N:18]2[CH2:19][CH:20]3[CH:16]([CH:15]3[N:14]([S:11]([C:2]3[CH:3]=[CH:4][C:5]4[C:10](=[CH:9][CH:8]=[CH:7][CH:6]=4)[CH:1]=3)(=[O:13])=[O:12])[CH2:30][CH2:31][N:32]3[CH2:36][CH2:35][CH2:34][C:33]3=[O:37])[CH2:17]2)=[N:22][CH:23]=1)=[O:28])[CH3:68])[CH:54]([CH3:53])[CH3:55] |f:2.3|. Procedure details: To a solution of 2-(6-{(naphthalene-2-sulfonyl)-[2-(2-oxopyrrolidin-1-yl)ethyl]amino}-3-azabicyclo[3.1.0]hex-3-yl)pyrimidine-5-carboxylic acid (0.170 g, 0.3 mmol) in DMF (2.5 ml) was added HOBt (83 mg, 0.54 mmol) and EDCl (133 mg, 0.7 mmol). Intermediate D (0.4 ml, 3 mmol) and DIPEA (0.4 ml, 2.5 mmol) were then added and the mixture stirred overnight. The DMF was then evaporated, and the crude mixture loaded directly onto a silica gel column. The product was eluted with 2% MeOH/DCM to 4% MeOH/DC... Product: O=C(CBr)c1cccc2ccccc12. RXN SMILES: [BrH:18].[CH3:22][CH2:23][O:24][C:25](=[O:26])[CH3:27].[CH:14]([Cl:15])([Cl:16])[Cl:17].[Cu:19]([Br:20])[Br:21].[c:1]1([C:11](=[O:12])[CH3:13])[cH:2][cH:3][cH:4][c:5]2[cH:6][cH:7][cH:8][cH:9][c:10]12>>[c:1]1([C:11](=[O:12])[CH2:13][Br:18])[cH:2][cH:3][cH:4][c:5]2[cH:6][cH:7][cH:8][cH:9][c:10]12. Starting materials: Br, CCOC(C)=O, ClC(Cl)Cl, Br[Cu]Br, CC(=O)c1cccc2ccccc12. Reactants: CCO, N#Cc1cc(C2CCCC2)c(O)cc1[N+](=O)[O-]. The product is N#Cc1cc(C2CCCC2)c(O)cc1N. RXN SMILES: [CH3:18][CH2:19][OH:20].[CH:1]1([c:6]2[c:7]([OH:17])[cH:8][c:9]([N+:14]([O-:15])=[O:16])[c:10]([C:11]#[N:12])[cH:13]2)[CH2:2][CH2:3][CH2:4][CH2:5]1>>[CH:1]1([c:6]2[c:7]([OH:17])[cH:8][c:9]([NH2:14])[c:10]([C:11]#[N:12])[cH:13]2)[CH2:2][CH2:3][CH2:4][CH2:5]1. Reactants: C1(=CC=CC=C1)CNCCS (N-phenylmethylcysteamine), C(OC1=CC=CC=C1)(OC1=CC=CC=C1)=O (diphenyl carbonate). The solvent is C(C)O (ethanol). The product is C1(=CC=CC=C1)CN1C(SCC1)=O (3-phenylmethyl-2-thiazolidinone). Yield: 56.4%. Reaction SMILES: [C:1]1([CH2:7][NH:8][CH2:9][CH2:10][SH:11])[CH:6]=[CH:5][CH:4]=[CH:3][CH:2]=1.[C:12](=O)(OC1C=CC=CC=1)[O:13]C1C=CC=CC=1>C(O)C>[C:1]1([CH2:7][N:8]2[CH2:9][CH2:10][S:11][C:12]2=[O:13])[CH:6]=[CH:5][CH:4]=[CH:3][CH:2]=1. Reported procedure: A solution containing 33.6 g (0.2 mol) of N-phenylmethylcysteamine and 42.8 g (0.2 mol) of diphenyl carbonate in 200 ml of ethanol is refluxed under nitrogen for 24 hours, then ethanol is evaporated under reduced pressure. The residue is taken up in ethyl acetate, washed with 2N sodium hydroxide solution until it becomes free of phenol, then washed with water, dried and evaporated. The residue is distilled under reduced pressure to give 21.8 g (56.4%) of the title compound, b.p.: 140° C./1.5 Hgm... The reactants are N1=C(C=CC2=CC=CC=C12)COC1=CC=C(C=C1)C(CCCO)(C)C1=CC=C(C=C1)OCC1=NC2=CC=CC=C2C=C1 (4,4-bis(4-(2-quinolylmethoxy)phenyl)-pentan-1-ol), 1,3-dicyclo-hexylcarbodiimnide, C(C)(=O)OCC (Ethyl acetate), phosophoric acid. Reaction SMILES: [N:1]1[C:10]2[C:5](=[CH:6][CH:7]=[CH:8][CH:9]=2)[CH:4]=[CH:3][C:2]=1[CH2:11][O:12][C:13]1[CH:18]=[CH:17][C:16]([C:19]([C:25]2[CH:30]=[CH:29][C:28]([O:31][CH2:32][C:33]3[CH:42]=[CH:41][C:40]4[C:35](=[CH:36][CH:37]=[CH:38][CH:39]=4)[N:34]=3)=[CH:27][CH:26]=2)([CH3:24])[CH2:20][CH2:21][CH2:22][OH:23])=[CH:15][CH:14]=1.C(OCC)(=O)C>CS(C)=O>[N:1]1[C:10]2[C:5](=[CH:6][CH:7]=[CH:8][CH:9]=2)[CH:4]=[CH:3][C:2]=1[CH2:11][O:12][C:13]1[CH:18]=[CH:17][C:16]([C:19]([C:25]2[CH:30]=[CH:29][C:28]([O:31][CH2:32][C:33]3[CH:42]=[CH:41][C:40]4[C:35](=[CH:36][CH:37]=[CH:38][CH:39]=4)[N:34]=3)=[CH:27][CH:26]=2)([CH3:24])[CH2:20][CH2:21][CH:22]=[O:23])=[CH:15][CH:14]=1. Solvent: CS(=O)C (DMSO). Conditions: time 4 hour. Reported procedure: To a solution in DMSO (20 mL) of 4,4-bis(4-(2-quinolylmethoxy)phenyl)-pentan-1-ol (410 mg, 0.74 mmol), prepared as in Example 4, and 1,3-dicyclo-hexylcarbodiimnide (515 mg, 2.5 mmol) was added aqueous IM phosophoric acid (0.5 mL) and the resulting mixture was stirred at room temperature for 4 hours. Ethyl acetate (80 mL) was added and dicyclohexylurea was filtered off. The filtrate was washed with water and brine dried over MgSO4, filtered, and concentrated in vacuo. The residue was purified by ... Yields the product N1=C(C=CC2=CC=CC=C12)COC1=CC=C(C=C1)C(CCC=O)(C)C1=CC=C(C=C1)OCC1=NC2=CC=CC=C2C=C1 (4,4-bis(4-(2-quinolylmethoxy)phenyl)pentanal). Yield: 68.5%. Starting materials: N1(CCOCC1)C(=O)N1CC(CC(C1)C1=CC=C(C=C1)OC(F)(F)F)C(=O)O (1-(Morpholin-4-ylcarbonyl)-5-[4-(trifluoromethoxy)phenyl]piperidine-3-carboxylic acid), ON=C(C(C)C)N (N′-hydroxy-2-methylpropanimidamide). Yields the product N1(CCOCC1)C(=O)N1CC(CC(C1)C1=CC=C(C=C1)OC(F)(F)F)C1=NC(=NO1)C(C)C (Morpholin-4-yl{3-[3-(propan-2-yl)-1,2,4-oxadiazol-5-yl]-5-[4-(trifluoromethoxy)phenyl]piperidin-1-yl}methanone). As a reaction SMILES: [N:1]1([C:7]([N:9]2[CH2:14][CH:13]([C:15]3[CH:20]=[CH:19][C:18]([O:21][C:22]([F:25])([F:24])[F:23])=[CH:17][CH:16]=3)[CH2:12][CH:11]([C:26]([OH:28])=O)[CH2:10]2)=[O:8])[CH2:6][CH2:5][O:4][CH2:3][CH2:2]1.O[N:30]=[C:31]([NH2:35])[CH:32]([CH3:34])[CH3:33]>>[N:1]1([C:7]([N:9]2[CH2:14][CH:13]([C:15]3[CH:16]=[CH:17][C:18]([O:21][C:22]([F:23])([F:24])[F:25])=[CH:19][CH:20]=3)[CH2:12][CH:11]([C:26]3[O:28][N:35]=[C:31]([CH:32]([CH3:34])[CH3:33])[N:30]=3)[CH2:10]2)=[O:8])[CH2:2][CH2:3][O:4][CH2:5][CH2:6]1. Procedure details: 200 mg (0.50 mmol) of the compound from Example 44A and 76 mg (0.75 mmol) of N′-hydroxy-2-methylpropanimidamide were reacted according to the General Method 2. Yield: 144 mg (58% of theory) Starting materials: CC(Nc1ccccc1C(=O)Nc1ccc2c(c1)CN(C(=O)OC(C)(C)C)CC2(C)C)c1ccnc(N)n1, ClCCl, O=C(O)C(F)(F)F, [Na+], [OH-]. Yields the product CC(Nc1ccccc1C(=O)Nc1ccc2c(c1)CNCC2(C)C)c1ccnc(N)n1. Reaction SMILES: [C:1]([O:2][C:3](=[O:4])[N:8]1[CH2:9][c:10]2[cH:11][c:12]([NH:20][C:21]([c:22]3[c:23]([NH:28][CH:29]([CH3:30])[c:31]4[n:32][c:33]([NH2:37])[n:34][cH:35][cH:36]4)[cH:24][cH:25][cH:26][cH:27]3)=[O:38])[cH:13][cH:14][c:15]2[C:16]([CH3:18])([CH3:19])[CH2:17]1)([CH3:5])([CH3:6])[CH3:7].[Cl:48][CH2:49][Cl:50].[F:39][C:40]([F:41])([F:42])[C:43]([OH:44])=[O:45].[Na+:47].[OH-:46]>>[NH:8]1[CH2:9][c:10]2[cH:11][c:12]([NH:20][C:21]([c:22]3[c:23]([NH:28][CH:29]([CH3:30])[c:31]4[n:32][c:33]([NH2:37])[n:34][cH:35][cH:36]4)[cH:24][cH:25][cH:26][cH:27]3)=[O:38])[cH:13][cH:14][c:15]2[C:16]([CH3:18])([CH3:19])[CH2:17]1.